This data is from the Open Reaction Database (ORD), a public repository of structured organic reaction records. The task is: describe an organic reaction: reactants, conditions, products, and yield Starting materials: C(C)OC(=O)C(C(=O)OCC)CCCCCCCOC1=CC=CC=C1 (ethyl 2-ethoxycarbonyl-9-phenoxynonanoate). Solvent: [OH-].[Na+] (NaOH). Conditions: temperature 190 celsius. The product is O(C1=CC=CC=C1)CCCCCCCCC(=O)O (9-Phenoxynonanoic acid). Isolated yield 85.9%. Reaction SMILES: C([O:3][C:4]([CH:6]([CH2:12][CH2:13][CH2:14][CH2:15][CH2:16][CH2:17][CH2:18][O:19][C:20]1[CH:25]=[CH:24][CH:23]=[CH:22][CH:21]=1)C(OCC)=O)=[O:5])C>[OH-].[Na+]>[O:19]([CH2:18][CH2:17][CH2:16][CH2:15][CH2:14][CH2:13][CH2:12][CH2:6][C:4]([OH:5])=[O:3])[C:20]1[CH:25]=[CH:24][CH:23]=[CH:22][CH:21]=1 |f:1.2|. Reported procedure: A solution of ethyl 2-ethoxycarbonyl-9-phenoxynonanoate (1.84 g, 5.3 mmol) in 20% NaOH (20 mL) was refluxed for 10 h. The solution was acidified with HCl(pH=2) and extracted with ethyl acetate (3×50 mL). The organic phase was washed with water (2×30 mL), and brine (30 mL), and dried over Na2SO4. After removal of the solvent in vacuo, the residue was heated on an oil bath at 180-200° C. for 10 min. The crude product was distilled (Kugelrohr) followed by crystallization (hexane) to give the produc... Starting materials: COC(C(C)NC1=C(C=CC(=C1)OCC1=CC=CC=C1)[N+](=O)[O-])OC (2-[5-(benzyloxy)-2-nitroanilino]propionaldehyde dimethyl acetal), [H][H] (hydrogen). The reagents and catalysts are [Ni] (Raney nickel). Solvent: O1CCCC1 (tetrahydrofuran). Yields the product COC(C(C)NC1=C(C=CC(=C1)OCC1=CC=CC=C1)N)OC (2-[2-amino-5-(benzyloxy)anilino]propionaldehyde dimethyl acetal). As a reaction SMILES: [CH3:1][O:2][CH:3]([O:24][CH3:25])[CH:4]([NH:6][C:7]1[CH:12]=[C:11]([O:13][CH2:14][C:15]2[CH:20]=[CH:19][CH:18]=[CH:17][CH:16]=2)[CH:10]=[CH:9][C:8]=1[N+:21]([O-])=O)[CH3:5].[H][H]>O1CCCC1.[Ni]>[CH3:1][O:2][CH:3]([O:24][CH3:25])[CH:4]([NH:6][C:7]1[CH:12]=[C:11]([O:13][CH2:14][C:15]2[CH:20]=[CH:19][CH:18]=[CH:17][CH:16]=2)[CH:10]=[CH:9][C:8]=1[NH2:21])[CH3:5]. Procedure details: A solution of 2-[5-(benzyloxy)-2-nitroanilino]propionaldehyde dimethyl acetal (24.0 g, 0.0715 mole) in tetrahydrofuran is treated with Raney nickel (10 g) and placed in a Parr shaker hydrogenation apparatus under 20.5-37 psig hydrogen at ambient temperature. After the uptake of the theoretical quantity of hydrogen, the mixture is filtered and the filtrate is concentrated in vacuo to afford the title product as a dark-colored syrup. The product is identified by infrared and mass spectral analyses... Reactants: O=CC(=O)O, COc1ccc(B(O)O)cc1OC, CC#N, Cc1cc(N)cc(C(N)=O)c1, CN(C)C=O, O. Yields the product COc1ccc(C(Nc2cc(C)cc(C(N)=O)c2)C(=O)O)cc1OC. As a reaction SMILES: [C:26]([CH:27]=[O:28])(=[O:29])[OH:30].[CH3:12][O:13][c:14]1[cH:15][c:16]([B:22]([OH:23])[OH:24])[cH:17][cH:18][c:19]1[O:20][CH3:21].[CH3:31][C:32]#[N:33].[NH2:1][c:2]1[cH:3][c:4]([C:5](=[O:6])[NH2:7])[cH:8][c:9]([CH3:11])[cH:10]1.[O:34]=[CH:35][N:36]([CH3:37])[CH3:38].[OH2:25]>>[NH:1]([c:2]1[cH:3][c:4]([C:5](=[O:6])[NH2:7])[cH:8][c:9]([CH3:11])[cH:10]1)[CH:27]([c:16]1[cH:15][c:14]([O:13][CH3:12])[c:19]([O:20][CH3:21])[cH:18][cH:17]1)[C:26](=[O:29])[OH:30]. Starting materials: 16h, C(C)(=O)O[C@H]1C[C@@H]2CC[C@H]3[C@@H]4CC[C@H](C(C)=O)[C@]4(CC[C@@H]3[C@]2(CC1)C)C (3α-Acetoxy-5α-pregnan-20-one), BrN1C(CCC1=O)=O (N-bromosuccinimide), C(C1=CC=CC=C1)(=O)OOC(C1=CC=CC=C1)=O (benzoyl peroxide). Solvent: C(Cl)(Cl)(Cl)Cl (carbon tetrachloride). Yields the product C(C)(=O)O[C@H]1C[C@@H]2CC[C@H]3[C@@H]4CC[C@](C(C)=O)([C@]4(CC[C@@H]3[C@]2(CC1)C)C)Br (3α-Acetoxy-17α-bromo-5α-pregnan-20-one). RXN SMILES: [C:1]([O:4][C@@H:5]1[CH2:24][CH2:23][C@@:22]2([CH3:25])[C@@H:7]([CH2:8][CH2:9][C@@H:10]3[C@@H:21]2[CH2:20][CH2:19][C@@:18]2([CH3:26])[C@H:11]3[CH2:12][CH2:13][C@@H:14]2[C:15](=[O:17])[CH3:16])[CH2:6]1)(=[O:3])[CH3:2].[Br:27]N1C(=O)CCC1=O.C(OOC(=O)C1C=CC=CC=1)(=O)C1C=CC=CC=1>C(Cl)(Cl)(Cl)Cl>[C:1]([O:4][C@@H:5]1[CH2:24][CH2:23][C@@:22]2([CH3:25])[C@@H:7]([CH2:8][CH2:9][C@@H:10]3[C@@H:21]2[CH2:20][CH2:19][C@@:18]2([CH3:26])[C@H:11]3[CH2:12][CH2:13][C@:14]2([Br:27])[C:15](=[O:17])[CH3:16])[CH2:6]1)(=[O:3])[CH3:2]. Reported procedure: 3α-Acetoxy-5α-pregnan-20-one (3 g, 360.5 g/m, 8.3 mmol), N-bromosuccinimide (2.7 g, 178 g/m, 15 mmol), and benzoyl peroxide (200 mg, 242 g/m, 0.83 mmol) dissolved in 50 ml of carbon tetrachloride were refluxed overnight (ca. 16h). The reaction mixture was cooled, filtered, and washed with sodium bisulfite, water, and brine, and then concentrated to give a crude reddish oil. Starting materials: FC1=CC=CC=C1 (fluorobenzene), [Cl-].C(C)OC(CCCCC(=O)O)=O (adipic acid monoethyl ester chloride), [Cl-].[Al+3].[Cl-].[Cl-] (aluminum chloride). The solvent is ice water. Yields the product FC1=CC=C(C=C1)C(CCCCC(=O)OCC)=O (ethyl 6-(4-fluorophenyl)-6-oxohexanoate). Yield: 65.1%. RXN SMILES: [F:1][C:2]1[CH:7]=[CH:6][CH:5]=[CH:4][CH:3]=1.[Cl-].[CH2:9]([O:11][C:12](=[O:20])[CH2:13][CH2:14][CH2:15][CH2:16][C:17](O)=[O:18])[CH3:10].[Cl-].[Al+3].[Cl-].[Cl-]>>[F:1][C:2]1[CH:7]=[CH:6][C:5]([C:17](=[O:18])[CH2:16][CH2:15][CH2:14][CH2:13][C:12]([O:11][CH2:9][CH3:10])=[O:20])=[CH:4][CH:3]=1 |f:1.2,3.4.5.6|. Reported procedure: To a mixture of fluorobenzene (37.3 g) and adipic acid monoethyl ester chloride (18.0 g) was added gradually aluminum chloride (26.6 g) with stirring under ice-cooling, and the resulting mixture was stirred at room temperature for 2 hours. The reaction mixture was poured into ice water (500 ml) and extracted with diethyl ether (200 ml×2). The organic layer was washed with a 10% aqueous solution of sodium hydrogen carbonate (200 ml), dried over anhydrous magnesium sulfate, and concentrated to giv... As a reaction SMILES: [Br:1][c:2]1[c:3]([C:9]2=[N:13][C:12]([CH3:14])([CH3:15])[CH2:11][O:10]2)[cH:4][cH:5][c:6]([F:8])[cH:7]1.[C:16]([Li:17])([CH3:18])([CH3:19])[CH3:20].[CH2:39]1[O:40][CH2:41][CH2:42][CH2:43]1.[CH3:21][O:22][N:23]([C:24]([CH2:25][CH2:26][N:27]([C:28]([O:29][C:30]([CH3:31])([CH3:32])[CH3:33])=[O:34])[CH3:35])=[O:36])[CH3:37].[ClH:38]>>[c:2]1([C:24]([CH2:25][CH2:26][N:27]([C:28]([O:29][C:30]([CH3:31])([CH3:32])[CH3:33])=[O:34])[CH3:35])=[O:36])[c:3]([C:9]2=[N:13][C:12]([CH3:14])([CH3:15])[CH2:11][O:10]2)[cH:4][cH:5][c:6]([F:8])[cH:7]1. Yields the product CN(CCC(=O)c1cc(F)ccc1C1=NC(C)(C)CO1)C(=O)OC(C)(C)C. Reactants: CC1(C)COC(c2ccc(F)cc2Br)=N1, [Li]C(C)(C)C, C1CCOC1, CON(C)C(=O)CCN(C)C(=O)OC(C)(C)C, Cl. Starting materials: CCCCCCC(C)N, O=C(Cl)CCCc1ccccc1. Yields the product CCCCCCC(C)NC(=O)CCCc1ccccc1. Reaction SMILES: [CH3:13][CH:14]([CH2:15][CH2:16][CH2:17][CH2:18][CH2:19][CH3:20])[NH2:21].[c:1]1([CH2:7][CH2:8][CH2:9][C:10](=[O:11])[Cl:12])[cH:2][cH:3][cH:4][cH:5][cH:6]1>>[c:1]1([CH2:7][CH2:8][CH2:9][C:10](=[O:11])[NH:21][CH:14]([CH3:13])[CH2:15][CH2:16][CH2:17][CH2:18][CH2:19][CH3:20])[cH:2][cH:3][cH:4][cH:5][cH:6]1. Starting materials: C(=C)OCCCCCCOC1=CC=C(C(=O)O)C=C1 (4-{[6-(vinyloxy)hexyl]oxy}benzoic acid), OC1=CC=C(CNC2=CC=C(C3=CC=CC=C23)/N=N/C2=CC=C(C(=O)OCCCCCCOC(C3=CC=C(C=C3)\N=N\C3=CC=C(C4=CC=CC=C34)NCC3=CC=C(C=C3)O)=O)C=C2)C=C1 (6-{[4-((E)-{4-[(4-hydroxybenzyl)amino]-1-naphthyl}diazenyl)benzoyl]oxy}hexyl 4-((E)-{4-[(4-hydroxybenzyl)amino]-1-naphthyl}diazenyl)-benzoate). The reagents and catalysts are CN(C)C=1C=CN=CC1 (DMAP). Solvent: C1CCOC1 (THF), C(C)N(CC)CC (triethylamine). Reaction conditions: temperature -30 celsius, time 1 hour. Yields the product C(=C)OCCCCCCOC1=CC=C(C(=O)OC2=CC=C(CNC3=CC=C(C4=CC=CC=C34)/N=N/C3=CC=C(C(=O)OCCCCCCOC(C4=CC=C(C=C4)\N=N\C4=CC=C(C5=CC=CC=C45)NCC4=CC=C(C=C4)OC(C4=CC=C(C=C4)OCCCCCCOC=C)=O)=O)C=C3)C=C2)C=C1 (6-[(4-{(E)-[4-({4-[(4-{[6-(vinyloxy)hexyl]oxy}benzoyl)oxy]benzyl}amino)-1-naphthyl]diazenyl}benzoyl)oxy]hexyl 4-{(E)-[4-({4-[(4-{[6-(vinyloxy)hexyl]oxy}benzoyl)oxy]benzyl}amino)-1-naphthyl]diazenyl}benzoate). Yield: 54.6%. As a reaction SMILES: [CH:1]([O:3][CH2:4][CH2:5][CH2:6][CH2:7][CH2:8][CH2:9][O:10][C:11]1[CH:19]=[CH:18][C:14]([C:15](O)=[O:16])=[CH:13][CH:12]=1)=[CH2:2].[OH:20][C:21]1[CH:85]=[CH:84][C:24]([CH2:25][NH:26][C:27]2[C:36]3[C:31](=[CH:32][CH:33]=[CH:34][CH:35]=3)[C:30](/[N:37]=[N:38]/[C:39]3[CH:83]=[CH:82][C:42]([C:43]([O:45][CH2:46][CH2:47][CH2:48][CH2:49][CH2:50][CH2:51][O:52][C:53](=[O:81])[C:54]4[CH:59]=[CH:58][C:57](/[N:60]=[N:61]/[C:62]5[C:71]6[C:66](=[CH:67][CH:68]=[CH:69][CH:70]=6)[C:65]([NH:72][CH2:73][C:74]6[CH:79]=[CH:78][C:77]([OH:80])=[CH:76][CH:75]=6)=[CH:64][CH:63]=5)=[CH:56][CH:55]=4)=[O:44])=[CH:41][CH:40]=3)=[CH:29][CH:28]=2)=[CH:23][CH:22]=1>C1COCC1.C(N(CC)CC)C.CN(C1C=CN=CC=1)C>[CH:1]([O:3][CH2:4][CH2:5][CH2:6][CH2:7][CH2:8][CH2:9][O:10][C:11]1[CH:12]=[CH:13][C:14]([C:15]([O:20][C:21]2[CH:22]=[CH:23][C:24]([CH2:25][NH:26][C:27]3[C:36]4[C:31](=[CH:32][CH:33]=[CH:34][CH:35]=4)[C:30](/[N:37]=[N:38]/[C:39]4[CH:40]=[CH:41][C:42]([C:43]([O:45][CH2:46][CH2:47][CH2:48][CH2:49][CH2:50][CH2:51][O:52][C:53](=[O:81])[C:54]5[CH:59]=[CH:58][C:57](/[N:60]=[N:61]/[C:62]6[C:71]7[C:66](=[CH:67][CH:68]=[CH:69][CH:70]=7)[C:65]([NH:72][CH2:73][C:74]7[CH:75]=[CH:76][C:77]([O:80][C:15](=[O:16])[C:14]8[CH:18]=[CH:19][C:11]([O:10][CH2:9][CH2:8][CH2:7][CH2:6][CH2:5][CH2:4][O:3][CH:1]=[CH2:2])=[CH:12][CH:13]=8)=[CH:78][CH:79]=7)=[CH:64][CH:63]=6)=[CH:56][CH:55]=5)=[O:44])=[CH:82][CH:83]=4)=[CH:29][CH:28]=3)=[CH:84][CH:85]=2)=[O:16])=[CH:18][CH:19]=1)=[CH2:2]. Reported procedure: 0.66 g of 4-{[6-(vinyloxy)hexyl]oxy}benzoic acid (2.5 mM) were dissolved in 25 ml of THF and 2.53 g of triethylamine (25.0 mM). The solution was cooled to −30° C. and 0.29 g of methansulfochloride (2.5 mM) were added dropwise. The mixture was stirred for 1 h during which the temperature was allowed to rise to −10° C. At this temperature, 0.88 g of 6-{[4-((E)-{4-[(4-hydroxybenzyl)amino]-1-naphthyl}diazenyl)benzoyl]oxy}hexyl 4-((E)-{4-[(4-hydroxybenzyl)amino]-1-naphthyl}diazenyl)-benzoate (1.0 mM)...